This data is from the Open Reaction Database (ORD), a public repository of structured organic reaction records. The task is: describe an organic reaction: reactants, conditions, products, and yield As a reaction SMILES: CS(O[CH:6]1[CH2:9][N:8]([C:10]2[S:11][CH:12]=[C:13]([CH2:15][NH:16][C:17]([O:19][CH2:20][C:21]3[CH:26]=[CH:25][C:24]([N+:27]([O-:29])=[O:28])=[CH:23][CH:22]=3)=[O:18])[N:14]=2)[CH2:7]1)(=O)=O.[C:30]([O-:33])(=[S:32])[CH3:31].[K+]>CN(C)C=O>[C:30]([S:32][CH:6]1[CH2:7][N:8]([C:10]2[S:11][CH:12]=[C:13]([CH2:15][NH:16][C:17]([O:19][CH2:20][C:21]3[CH:26]=[CH:25][C:24]([N+:27]([O-:29])=[O:28])=[CH:23][CH:22]=3)=[O:18])[N:14]=2)[CH2:9]1)(=[O:33])[CH3:31] |f:1.2|. Run at temperature 80 celsius, time 6.5 hour. The solvent is CN(C=O)C (dimethylformamide). Isolated yield 55.6%. Procedure details: To a solution of 3-methanesulfonyloxy-1-[4-(p-nitrobenzyloxycarbonylaminomethyl)-1,3-thiazol-2-yl]azetidine (499.4 mg, 1.13 mmol) (obtained as described in Reference Example 62(4)) in dimethylformamide (25 ml) was added potassium thioacetate (1.0 g, 6.93 mmol) at room temperature, and the mixture was stirred in an oil bath (80° C.) for 6.5 hours. After checking the completion of the reaction, the mixture was partitioned between ethyl acetate and saturated aqueous sodium hydrogencarbonate solutio... The reactants are CS(=O)(=O)OC1CN(C1)C=1SC=C(N1)CNC(=O)OCC1=CC=C(C=C1)[N+](=O)[O-] (3-methanesulfonyloxy-1-[4-(p-nitrobenzyloxycarbonylaminomethyl)-1,3-thiazol-2-yl]azetidine), C(C)(=S)[O-].[K+] (potassium thioacetate). Product: C(C)(=O)SC1CN(C1)C=1SC=C(N1)CNC(=O)OCC1=CC=C(C=C1)[N+](=O)[O-] (3-acetylthio-1-[4-(p-nitrobenzyloxycarbonylaminomethyl)-1,3-thiazol-2-yl]azetidine). Starting materials: C(C)(C)(C)OC(=O)N1C[C@H]([C@@H](C1)C1=CC(=CC=C1)C(=O)OC)C(NC1=CC(=CC=C1)C#N)=O (trans-3-(3-cyano-phenylcarbamoyl)-4-(3-methoxycarbonyl-phenyl)-pyrrolidine-1-carboxylic acid tert-butyl ester), aqueous solution. Solvent: CO (MeOH), [OH-].[Na+] (sodium hydroxide). Conditions: temperature 50 celsius. Product: C(C)(C)(C)OC(=O)N1C[C@H]([C@@H](C1)C(NC1=CC(=CC=C1)C#N)=O)C1=CC(=CC=C1)C(=O)O (trans-3-(3-carboxy-phenyl)-4-(3-cyano-phenylcarbamoyl)-pyrrolidine-1-carboxylic acid tert-butyl ester). Isolated yield 88.7%. As a reaction SMILES: [C:1]([O:5][C:6]([N:8]1[CH2:12][C@@H:11]([C:13]2[CH:18]=[CH:17][CH:16]=[C:15]([C:19]([O:21]C)=[O:20])[CH:14]=2)[C@H:10]([C:23](=[O:33])[NH:24][C:25]2[CH:30]=[CH:29][CH:28]=[C:27]([C:31]#[N:32])[CH:26]=2)[CH2:9]1)=[O:7])([CH3:4])([CH3:3])[CH3:2]>CO.[OH-].[Na+]>[C:1]([O:5][C:6]([N:8]1[CH2:9][C@@H:10]([C:23](=[O:33])[NH:24][C:25]2[CH:30]=[CH:29][CH:28]=[C:27]([C:31]#[N:32])[CH:26]=2)[C@H:11]([C:13]2[CH:18]=[CH:17][CH:16]=[C:15]([C:19]([OH:21])=[O:20])[CH:14]=2)[CH2:12]1)=[O:7])([CH3:4])([CH3:2])[CH3:3] |f:2.3|. Procedure details: Add to a solution of trans-3-(3-cyano-phenylcarbamoyl)-4-(3-methoxycarbonyl-phenyl)-pyrrolidine-1-carboxylic acid tert-butyl ester (0.20 g, 0.44 mmol) in MeOH (3 mL), sodium hydroxide as a 10% aqueous solution (0.40 mL, 1.00 mmol). Heat the mixture to 50° C. for 30 min then cool to room temperature and remove the MeOH under reduced pressure. Dilute the mixture with water and adjust the pH to approximately pH 5 by the addition of a 2 N solution of hydrochloric acid causing a solid to precipitate ... The reactants are [S-]C#N.[Na+] (Sodium thiocyanate), C1(=CC=CC=C1O)C (ortho-cresol), BrBr (bromine). Solvent: CO (methyl alcohol), CO (methyl alcohol). The product is OC1=C(C=C(C=C1)SC#N)C (4-hydroxy-3-methylphenyl thiocyanate). Reaction SMILES: [S-:1][C:2]#[N:3].[Na+].[C:5]1([CH3:12])[C:10]([OH:11])=[CH:9][CH:8]=[CH:7][CH:6]=1.BrBr>CO>[OH:11][C:10]1[CH:9]=[CH:8][C:7]([S:1][C:2]#[N:3])=[CH:6][C:5]=1[CH3:12] |f:0.1|. Reported procedure: Sodium thiocyanate (23.5 g, 0.29 mole) was added to a solution of ortho-cresol (31.4 g, 0.29 mole) in methyl alcohol (225 ml) and cooled by an ice bath. A solution of bromine (46.4 g, 0.29 mole) in methyl alcohol (50 ml) was added dropwise over 45 minutes. The reaction was filtered and poured into water (400 ml). Sodium thiosulfate was added to eliminate the color (yellow). The product was extracted into ethyl ether (2×200 ml). The ethyl ether extracts were washed with water (100 ml), 1N hydroch...